From a dataset of the Open Reaction Database (ORD), a public repository of structured organic reaction records. describe an organic reaction: reactants, conditions, products, and yield Reactants: OC=C1C(NC2=CC(=CC=C12)C(=O)C=1C=C(C=CC1)NC(=O)C=1C(=NN(C1)CC)C)=O (1-Ethyl-3-methyl-1H-pyrazole-4-carboxylic acid [3-(3-hydroxymethylene-2-oxo-2,3-dihydro-1H-indole-6-carbonyl)-phenyl]-amide), CN1CCN(CC1)C1=CC=C(C=C1)N (4-(4-methyl-piperazin-1-yl)-phenylamine). The solvent is C1CCOC1 (THF). Conditions: temperature 65 celsius, time 24 hour. The product is CN1CCN(CC1)C1=CC=C(C=C1)NC=C1C(NC2=CC(=CC=C12)C(=O)C=1C=C(C=CC1)NC(=O)C=1C(=NN(C1)CC)C)=O (1-Ethyl-3-methyl-1H-pyrazole-4-carboxylic acid [3-(3-{[4-(4-methyl-piperazin-1-yl)-phenylamino]-methylene}-2-oxo-2,3-dihydro-1H-indole-6-carbonyl)-phenyl]-amide). The yield is 58.0%. RXN SMILES: O[CH:2]=[C:3]1[C:11]2[C:6](=[CH:7][C:8]([C:12]([C:14]3[CH:15]=[C:16]([NH:20][C:21]([C:23]4[C:24]([CH3:30])=[N:25][N:26]([CH2:28][CH3:29])[CH:27]=4)=[O:22])[CH:17]=[CH:18][CH:19]=3)=[O:13])=[CH:9][CH:10]=2)[NH:5][C:4]1=[O:31].[CH3:32][N:33]1[CH2:38][CH2:37][N:36]([C:39]2[CH:44]=[CH:43][C:42]([NH2:45])=[CH:41][CH:40]=2)[CH2:35][CH2:34]1>C1COCC1>[CH3:32][N:33]1[CH2:34][CH2:35][N:36]([C:39]2[CH:44]=[CH:43][C:42]([NH:45][CH:2]=[C:3]3[C:11]4[C:6](=[CH:7][C:8]([C:12]([C:14]5[CH:15]=[C:16]([NH:20][C:21]([C:23]6[C:24]([CH3:30])=[N:25][N:26]([CH2:28][CH3:29])[CH:27]=6)=[O:22])[CH:17]=[CH:18][CH:19]=5)=[O:13])=[CH:9][CH:10]=4)[NH:5][C:4]3=[O:31])=[CH:41][CH:40]=2)[CH2:37][CH2:38]1. Reported procedure: A small screw cap test tube was charged with 1-Ethyl-3-methyl-1H-pyrazole-4-carboxylic acid [3-(3-hydroxymethylene-2-oxo-2,3-dihydro-1H-indole-6-carbonyl)-phenyl]-amide (prepared below, 100 mg, 0.2401 mmol) and THF (2.5 mL). To the resulting solution was added 4-(4-methyl-piperazin-1-yl)-phenylamine (45.7 mg, 0.240 mmol), and the mixture was stirred for 24 h at 65° C. Subsequently, the reaction mixture was cooled to room temperature and concentrated in vacuo. The solid residue was redissolved in...